From a dataset of the Open Reaction Database (ORD), a public repository of structured organic reaction records. describe an organic reaction: reactants, conditions, products, and yield Starting materials: COC(=O)C=Cc1ccccc1, [H-], [Na+], CN(C)C=O, O, c1ccc2[nH]ccc2c1. Yields the product COC(=O)CC(c1ccccc1)n1ccc2ccccc21. As a reaction SMILES: [C:10]([CH:11]=[CH:12][c:13]1[cH:14][cH:15][cH:16][cH:17][cH:18]1)(=[O:19])[O:20][CH3:21].[H-:23].[Na+:22].[O:25]=[CH:26][N:27]([CH3:28])[CH3:29].[OH2:24].[nH:1]1[cH:2][cH:3][c:4]2[cH:5][cH:6][cH:7][cH:8][c:9]12>>[n:1]1([CH:12]([CH2:11][C:10](=[O:19])[O:20][CH3:21])[c:13]2[cH:14][cH:15][cH:16][cH:17][cH:18]2)[cH:2][cH:3][c:4]2[cH:5][cH:6][cH:7][cH:8][c:9]12. Starting materials: COC(=O)C1=C(c2ccccc2C)CN(CCCc2ccccc2)CC1, CCO, [Na+], [OH-]. Product: Cc1ccccc1C1=C(C(=O)O)CCN(CCCc2ccccc2)C1. Reaction SMILES: [CH3:1][O:2][C:3]([C:4]1=[C:5]([c:19]2[c:20]([CH3:25])[cH:21][cH:22][cH:23][cH:24]2)[CH2:6][N:7]([CH2:10][CH2:11][CH2:12][c:13]2[cH:14][cH:15][cH:16][cH:17][cH:18]2)[CH2:8][CH2:9]1)=[O:26].[CH3:29][CH2:30][OH:31].[Na+:28].[OH-:27]>>[O:2]=[C:3]([C:4]1=[C:5]([c:19]2[c:20]([CH3:25])[cH:21][cH:22][cH:23][cH:24]2)[CH2:6][N:7]([CH2:10][CH2:11][CH2:12][c:13]2[cH:14][cH:15][cH:16][cH:17][cH:18]2)[CH2:8][CH2:9]1)[OH:26]. Reactants: CN1CCNCC1 (1-Methylpiperazine), O(C1=CC=CC=C1)CC#CC1=CC(=CS1)C1=NNC2=C1CC=1N=CC(=CC21)C(=O)O (1-[5-(3-Phenoxy-prop-1-ynyl)-thiophen-3-yl]-3,8-dihydro-2,3,7-triaza-cyclopenta[a]indene-5-carboxylic acid), N-cyclohexylcarbodiimide-N′-methyl polystyrene, O.ON1N=NC2=C1C=CC=C2 (1-hydroxybenzotriazole hydrate). Run in ClCCl.CN(C(C)=O)C (dichloromethane N,N-dimethylacetamide). Conditions: time 18 hour. The product is CN1CCN(CC1)C(=O)C=1C=NC=2CC3=C(C2C1)NN=C3C3=CSC(=C3)C#CCOC3=CC=CC=C3 ((4-Methyl-piperazin-1-yl)-{1-[5-(3-phenoxy-prop-1-ynyl)-thiophen-3-yl]-3,8-dihydro-2,3,7-triaza-cyclopenta[a]inden-5-yl}-methanone). Reaction SMILES: [O:1]([CH2:8][C:9]#[C:10][C:11]1[S:15][CH:14]=[C:13]([C:16]2[C:20]3[CH2:21][C:22]4[N:23]=[CH:24][C:25]([C:28](O)=[O:29])=[CH:26][C:27]=4[C:19]=3[NH:18][N:17]=2)[CH:12]=1)[C:2]1[CH:7]=[CH:6][CH:5]=[CH:4][CH:3]=1.O.ON1C2C=CC=CC=2N=N1.[CH3:42][N:43]1[CH2:48][CH2:47][NH:46][CH2:45][CH2:44]1>ClCCl.CN(C)C(=O)C>[CH3:42][N:43]1[CH2:48][CH2:47][N:46]([C:28]([C:25]2[CH:24]=[N:23][C:22]3[CH2:21][C:20]4[C:16]([C:13]5[CH:12]=[C:11]([C:10]#[C:9][CH2:8][O:1][C:2]6[CH:3]=[CH:4][CH:5]=[CH:6][CH:7]=6)[S:15][CH:14]=5)=[N:17][NH:18][C:19]=4[C:27]=3[CH:26]=2)=[O:29])[CH2:45][CH2:44]1 |f:1.2,4.5|. Reported procedure: A mixture of Example 1094D (68 mg, 0.16 mmol), N-cyclohexylcarbodiimide-N′-methyl polystyrene (1.0 g, 1.28 mmol) and 1-hydroxybenzotriazole hydrate (44 mg, 0.33 mmol) in (2:1) dichloromethane/N,N-dimethylacetamide (10 mL) was agitated for about 15 min. 1-Methylpiperazine (77 mg, 0.77 mmol) was added, the mixture was agitated at room temperature for about 18 h, filtered and concentrated under vacuum. The residue was purified by flash column chromatography on silica gel using dichloromethane/metha...